Task: describe an organic reaction: reactants, conditions, products, and yield. Dataset: the Open Reaction Database (ORD), a public repository of structured organic reaction records The reactants are CN(C)CCC[C@@]1(C2=C(CO1)C=C(C=C2)C#N)C3=CC=C(C=C3)F.C(=O)(C(=O)O)O (citalopram oxalate), O=C(O)C(O)=O (C2H2O4). Run in O (H2O). The product is NCCCC1(OCC2=CC(=CC=C12)C#N)C1=CC=C(C=C1)F (1-(3-Aminopropyl)-1-(4-fluorophenyl)-1,3-dihydro-5-isobenzofurancarbonitrile). As a reaction SMILES: C[N:2]([CH2:4][CH2:5][CH2:6][C@@:7]1([C:18]2[CH:23]=[CH:22][C:21]([F:24])=[CH:20][CH:19]=2)[O:11][CH2:10][C:9]2[CH:12]=[C:13]([C:16]#[N:17])[CH:14]=[CH:15][C:8]1=2)C.C(O)(C(O)=O)=O.O=C(C(=O)O)O>O>[NH2:2][CH2:4][CH2:5][CH2:6][C:7]1([C:18]2[CH:19]=[CH:20][C:21]([F:24])=[CH:22][CH:23]=2)[C:8]2[C:9](=[CH:12][C:13]([C:16]#[N:17])=[CH:14][CH:15]=2)[CH2:10][O:11]1 |f:0.1|. Procedure: Sodium cyanoborohydride (0.34 g. 5.4 mmol) was added to a mixture of 1-(3-Aminopropyl)-1-(4-fluorophenyl)-1,3-dihydro-5-isobenlzofiurancarbonitrile (0.80 g, 2.7 mmol) and formaldehyde (0.44 mL, 5.4 mmol, 37% in H2O) in methanol (10 mL). The resulting mixture was stirred at room temperature for 3 h, then was added more sodium cyanoborohydride (0.17 g, 2.7 mmol) and formaldehyde (0.22 mL, 2.7 mmol). After stirring at room temperature for 1 h, the mixture was quenched with H2O and extracted with Et... Starting materials: CCOC(=O)c1sc(S(C)(=O)=O)c(C#N)c1-c1ccc(-c2ccccc2C#N)cc1, C1CCOC1, CNC. The product is CCOC(=O)c1sc(N(C)C)c(C#N)c1-c1ccc(-c2ccccc2C#N)cc1. As a reaction SMILES: [CH2:1]([CH3:2])[O:3][C:4](=[O:5])[c:6]1[s:7][c:8]([S:27]([CH3:28])(=[O:29])=[O:30])[c:9]([C:25]#[N:26])[c:10]1-[c:11]1[cH:12][cH:13][c:14](-[c:17]2[c:18]([C:23]#[N:24])[cH:19][cH:20][cH:21][cH:22]2)[cH:15][cH:16]1.[CH2:34]1[O:35][CH2:36][CH2:37][CH2:38]1.[CH3:31][NH:32][CH3:33]>>[CH2:1]([CH3:2])[O:3][C:4](=[O:5])[c:6]1[s:7][c:8]([N:32]([CH3:31])[CH3:33])[c:9]([C:25]#[N:26])[c:10]1-[c:11]1[cH:12][cH:13][c:14](-[c:17]2[c:18]([C:23]#[N:24])[cH:19][cH:20][cH:21][cH:22]2)[cH:15][cH:16]1.